describe an organic reaction: reactants, conditions, products, and yield From a dataset of the Open Reaction Database (ORD), a public repository of structured organic reaction records. Reactants: 1-cyclopentyl-6-[(3,4-trans)-4-methyl-1-(pyridin-3-ylmethyl)pyrrolidin-3-yl]-1,5-dihydro-4H-pyrazolo[3,4-d]pyrimidin-4-one, C(C)(C)N1N=CC2=C1N=C(NC2=O)[C@@H]2CNC[C@H]2C (1-isopropyl-6-[(3S,4S)-4-methylpyrrolidin-3-yl]-1H-pyrazolo[3,4-d]pyrimidin-4(5H)-one), N1=C2C(=NC=C1)N=CC=C2C=O (pyrido[2,3-b]pyrazine-8-carbaldehyde). Yields the product C(C)(C)N1N=CC2=C1N=C(NC2=O)[C@@H]2CN(C[C@H]2C)CC2=CC=NC1=NC=CN=C12 (1-isopropyl-6-[(3S,4S)-4-methyl-1-(pyrido[2,3-b]pyrazin-8-ylmethyl)pyrrolidin-3-yl]-1,5-dihydro-4H-pyrazolo[3,4-d]pyrimidin-4-one). Reaction SMILES: [CH:1]([N:4]1[C:8]2[N:9]=[C:10]([C@H:14]3[C@H:18]([CH3:19])[CH2:17][NH:16][CH2:15]3)[NH:11][C:12](=[O:13])[C:7]=2[CH:6]=[N:5]1)([CH3:3])[CH3:2].[N:20]1[CH:25]=[CH:24][N:23]=[C:22]2[N:26]=[CH:27][CH:28]=[C:29]([CH:30]=O)[C:21]=12>>[CH:1]([N:4]1[C:8]2[N:9]=[C:10]([C@H:14]3[C@H:18]([CH3:19])[CH2:17][N:16]([CH2:30][C:29]4[C:21]5[C:22](=[N:23][CH:24]=[CH:25][N:20]=5)[N:26]=[CH:27][CH:28]=4)[CH2:15]3)[NH:11][C:12](=[O:13])[C:7]=2[CH:6]=[N:5]1)([CH3:3])[CH3:2]. Procedure: Following the procedure for the preparation of 1-cyclopentyl-6-[(3,4-trans)-4-methyl-1-(pyridin-3-ylmethyl)pyrrolidin-3-yl]-1,5-dihydro-4H-pyrazolo[3,4-d]pyrimidin-4-one but substituting 1-isopropyl-6-[(3S,4S)-4-methylpyrrolidin-3-yl]-1H-pyrazolo[3,4-d]pyrimidin-4(5H)-one and pyrido[2,3-b]pyrazine-8-carbaldehyde provided the title compound. 400 MHz 1H NMR (CDCl3) δ 10.00 (brs, 1H), 9.16-9.10 (m, 3H), 8.00 (s, 1H), 7.78 (m, 1H), 5.00-4.97 (m, 1H), 4.63-4.58 (m, 1H), 4.34-4.18 (m, 1H), 3.30 (m, 1H... Starting materials: ClC=1C=C(C=CC1Cl)[C@@H]1CN(CCO[C@H]1CO)C(=O)OC(C)(C)C (tert-butyl (6R,7R)-6-(3,4-dichlorophenyl)-7-(hydroxymethyl)-1,4-oxazepane-4-carboxylate), I(=O)(=O)(=O)[O-].[Na+] (sodium periodate), C(C)(=O)OCC (ethyl acetate), O (water). The reagents and catalysts are [Ru](Cl)(Cl)Cl (ruthenium (III) chloride). The solvent is C(C)#N (acetonitrile). Run at time 10 minute. Yields the product C(C)(C)(C)OC(=O)N1CCO[C@H]([C@@H](C1)C1=CC(=C(C=C1)Cl)Cl)C(=O)O ((6R,7R)-4-(tert-butoxycarbonyl)-6-(3,4-dichlorophenyl)-1,4-oxazepane-7-carboxylic acid). Yield: 10.0%. As a reaction SMILES: [Cl:1][C:2]1[CH:3]=[C:4]([C@H:9]2[C@H:15]([CH2:16][OH:17])[O:14][CH2:13][CH2:12][N:11]([C:18]([O:20][C:21]([CH3:24])([CH3:23])[CH3:22])=[O:19])[CH2:10]2)[CH:5]=[CH:6][C:7]=1[Cl:8].I([O-])(=O)(=O)=[O:26].[Na+].C(OCC)(=O)C.O>C(#N)C.[Ru](Cl)(Cl)Cl>[C:21]([O:20][C:18]([N:11]1[CH2:10][C@@H:9]([C:4]2[CH:5]=[CH:6][C:7]([Cl:8])=[C:2]([Cl:1])[CH:3]=2)[C@H:15]([C:16]([OH:26])=[O:17])[O:14][CH2:13][CH2:12]1)=[O:19])([CH3:24])([CH3:23])[CH3:22] |f:1.2|. Reported procedure: To a mixed solution of tert-butyl (6R,7R)-6-(3,4-dichlorophenyl)-7-(hydroxymethyl)-1,4-oxazepane-4-carboxylate (3.0 g) and sodium periodate (3.41 g) in acetonitrile (16 mL)/ethyl acetate (16 mL)/water (24 mL) was added ruthenium (III) chloride (17 mg), and the mixture was stirred at room temperature for 10 min. The solid was filtered off through celite, and the filtrate was concentrated. The residue was crystallized from ethyl acetate to give the title compound (311 mg) as a colorless amorphous ... The reactants are ClC1=CC=C(CC=2NC3=C(N2)C(=CC=C3OC)C)C=C1 (2-(4-chlorobenzyl)-4-methoxy-7-methylbenzimidazole), Br (hydrobromic acid). Product: Br.ClC1=CC=C(CC=2NC3=C(N2)C(=CC=C3O)C)C=C1 (2-(4-Chlorobenzyl)-4-hydroxy-7-methylbenzimidazole hydrobromide). Reaction SMILES: [Cl:1][C:2]1[CH:20]=[CH:19][C:5]([CH2:6][C:7]2[NH:8][C:9]3[C:15]([O:16]C)=[CH:14][CH:13]=[C:12]([CH3:18])[C:10]=3[N:11]=2)=[CH:4][CH:3]=1.[BrH:21]>>[BrH:21].[Cl:1][C:2]1[CH:20]=[CH:19][C:5]([CH2:6][C:7]2[NH:8][C:9]3[C:15]([OH:16])=[CH:14][CH:13]=[C:12]([CH3:18])[C:10]=3[N:11]=2)=[CH:4][CH:3]=1 |f:2.3|. Reported procedure: A suspension of 2-(4-chlorobenzyl)-4-methoxy-7-methylbenzimidazole (4.0 g) in 48% aqueous hydrobromic acid (400 ml) under nitrogen was heated at 130° for 5 h, then evaporated to dryness in vacuo. The residue was recrystallized from ethanol-ether to afford the title compound (3.95 g), m.p. 275°-277° C. Starting materials: O=C1CCC(=O)N1Br, ClCCl, O=C(O)C(=CC1CCCCC1)c1ccc(F)c(F)c1, Nc1nccs1, c1ccc(P(c2ccccc2)c2ccccc2)cc1. The product is O=C(Nc1nccs1)C(=CC1CCCCC1)c1ccc(F)c(F)c1. As a reaction SMILES: [Br:20][N:21]1[C:22](=[O:23])[CH2:24][CH2:25][C:26]1=[O:27].[CH2:53]([Cl:54])[Cl:55].[CH:28]1([CH:34]=[C:35]([C:36](=[O:37])[OH:38])[c:39]2[cH:40][c:41]([F:46])[c:42]([F:45])[cH:43][cH:44]2)[CH2:29][CH2:30][CH2:31][CH2:32][CH2:33]1.[NH2:47][c:48]1[s:49][cH:50][cH:51][n:52]1.[c:1]1([P:2]([c:3]2[cH:4][cH:5][cH:6][cH:7][cH:8]2)[c:9]2[cH:10][cH:11][cH:12][cH:13][cH:14]2)[cH:15][cH:16][cH:17][cH:18][cH:19]1>>[CH:28]1([CH:34]=[C:35]([C:36](=[O:38])[NH:47][c:48]2[s:49][cH:50][cH:51][n:52]2)[c:39]2[cH:40][c:41]([F:46])[c:42]([F:45])[cH:43][cH:44]2)[CH2:29][CH2:30][CH2:31][CH2:32][CH2:33]1. The product is COc1cc(C=CC(=O)NCCN2CCC(OC(c3ccccc3)c3ccccc3)CC2)ccc1O. As a reaction SMILES: [CH3:1][O:2][c:3]1[cH:4][c:5]([CH:16]=[CH:17][C:18](=[O:19])[NH:20][CH2:21][CH2:22][N:23]2[CH2:24][CH2:25][CH:26]([O:29][CH:30]([c:31]3[cH:32][cH:33][cH:34][cH:35][cH:36]3)[c:37]3[cH:38][cH:39][cH:40][cH:41][cH:42]3)[CH2:27][CH2:28]2)[cH:6][cH:7][c:8]1[O:9][CH2:10][O:11][CH2:12][CH2:13][O:14][CH3:15].[CH3:62][OH:63].[Na+:56].[Na+:57].[O-:58][C:59](=[O:60])[O-:61].[OH2:43].[OH2:55].[c:44]1([CH3:45])[cH:46][cH:47][c:48]([S:49]([OH:50])(=[O:51])=[O:52])[cH:53][cH:54]1>>[CH3:1][O:2][c:3]1[cH:4][c:5]([CH:16]=[CH:17][C:18](=[O:19])[NH:20][CH2:21][CH2:22][N:23]2[CH2:24][CH2:25][CH:26]([O:29][CH:30]([c:31]3[cH:32][cH:33][cH:34][cH:35][cH:36]3)[c:37]3[cH:38][cH:39][cH:40][cH:41][cH:42]3)[CH2:27][CH2:28]2)[cH:6][cH:7][c:8]1[OH:9]. The reactants are COCCOCOc1ccc(C=CC(=O)NCCN2CCC(OC(c3ccccc3)c3ccccc3)CC2)cc1OC, CO, [Na+], [Na+], O=C([O-])[O-], O, O, Cc1ccc(S(=O)(=O)O)cc1. Reactants: NC1CCCC2=CC=C(C=C12)NC(=O)C1=CNC2=CC=CC=C2C1=O (N-(1-aminotetralin-7-yl)-4-oxo-1H-quinoline-3-carboxamide), C(=O)OCC (ethyl formate). The solvent is CC#N (CH3CN). Product: C(C)OC(=O)NC1CCCC2=CC=C(C=C12)NC(=O)C1=CNC2=CC=CC=C2C1=O ([7-[(4-Oxo-1H-quinolin-3-yl)carbonylamino]tetralin-1-yl]aminoformic acid ethyl ester). Reaction SMILES: [NH2:1][CH:2]1[C:11]2[C:6](=[CH:7][CH:8]=[C:9]([NH:12][C:13]([C:15]3[C:24](=[O:25])[C:23]4[C:18](=[CH:19][CH:20]=[CH:21][CH:22]=4)[NH:17][CH:16]=3)=[O:14])[CH:10]=2)[CH2:5][CH2:4][CH2:3]1.[CH:26]([O:28][CH2:29][CH3:30])=[O:27]>CC#N>[CH2:29]([O:28][C:26]([NH:1][CH:2]1[C:11]2[C:6](=[CH:7][CH:8]=[C:9]([NH:12][C:13]([C:15]3[C:24](=[O:25])[C:23]4[C:18](=[CH:19][CH:20]=[CH:21][CH:22]=4)[NH:17][CH:16]=3)=[O:14])[CH:10]=2)[CH2:5][CH2:4][CH2:3]1)=[O:27])[CH3:30]. Procedure: [7-[(4-Oxo-1H-quinolin-3-yl)carbonylamino]tetralin-1-yl]aminoformic acid ethyl ester (482) was synthesized following the general scheme above, from amine (273-I) and ethyl formate. Overall yield (18%). HPLC ret. time 2.84 min, 10-99% CH3CN, 5 min run; ESI-MS 406.5 m/z (MH+). Starting materials: CCOC(=O)c1cc(Oc2ccc(C(=O)N(C)C)[n+]([O-])c2)c2cc(C)oc2c1, CC(=O)O. Yields the product CCOC(=O)c1cc(Oc2ccc(C(=O)N(C)C)nc2)c2cc(C)oc2c1. As a reaction SMILES: [CH3:1][N:2]([C:3](=[O:4])[c:5]1[cH:6][cH:7][c:8]([O:12][c:13]2[cH:14][c:15]([C:23](=[O:24])[O:25][CH2:26][CH3:27])[cH:16][c:17]3[c:18]2[cH:19][c:20]([CH3:22])[o:21]3)[cH:9][n+:10]1[O-:11])[CH3:28].[CH3:29][C:30](=[O:31])[OH:32]>>[CH3:1][N:2]([C:3](=[O:4])[c:5]1[cH:6][cH:7][c:8]([O:12][c:13]2[cH:14][c:15]([C:23](=[O:24])[O:25][CH2:26][CH3:27])[cH:16][c:17]3[c:18]2[cH:19][c:20]([CH3:22])[o:21]3)[cH:9][n:10]1)[CH3:28]. The reactants are CC=1C(=C(C=CC1)[N+](=O)[O-])S(=O)(=O)C (3-methyl-2-methylsulfonylnitrobenzene). The reagents and catalysts are [Pd] (palladium on carbon), catalyst. Solvent: C(C)(=O)OCC (ethyl acetate). Conditions: temperature 45 celsius, time 48 hour. Yields the product CC=1C(=C(N)C=CC1)S(=O)(=O)C (3-methyl-2-methylsulfonylaniline). The yield is 97.8%. RXN SMILES: [CH3:1][C:2]1[C:3]([S:11]([CH3:14])(=[O:13])=[O:12])=[C:4]([N+:8]([O-])=O)[CH:5]=[CH:6][CH:7]=1>C(OCC)(=O)C.[Pd]>[CH3:1][C:2]1[C:3]([S:11]([CH3:14])(=[O:13])=[O:12])=[C:4]([CH:5]=[CH:6][CH:7]=1)[NH2:8]. Reported procedure: A solution of 158 g (0.74 mol) of 3-methyl-2-methylsulfonylnitrobenzene in 1.5 l of ethyl acetate and 5 g of a catalyst comprising 10% by weight of palladium on carbon were introduced into a hydrogenation apparatus fitted with gas inlet tube. The hydrogenation apparatus was flushed twice with nitrogen. Hydrogen was then introduced, and the mixture was stirred at 45° C. for 48 hours. The reaction mixture was filtered off with suction through kieselguhr and the filtrate was concentrated under redu... Reactants: BrC=1C=C2C(=C(C=NC2=CC1)C(CCC)=O)Cl (1-(6-bromo-4-chloroquinolin-3-yl)butan-1-one), CN(C)CC1=CC=C(N)C=C1 (4-((dimethylamino)methyl)aniline). Product: BrC=1C=C2C(=C(C=NC2=CC1)C(CCC)=O)NC1=CC=C(C=C1)CN(C)C (1-(6-bromo-4-((4-((dimethylamino)methyl)phenyl)amino)quinolin-3-yl)butan-1-one). Yield: 62.9%. Reaction SMILES: [Br:1][C:2]1[CH:3]=[C:4]2[C:9](=[CH:10][CH:11]=1)[N:8]=[CH:7][C:6]([C:12](=[O:16])[CH2:13][CH2:14][CH3:15])=[C:5]2Cl.[CH3:18][N:19]([CH2:21][C:22]1[CH:28]=[CH:27][C:25]([NH2:26])=[CH:24][CH:23]=1)[CH3:20]>>[Br:1][C:2]1[CH:3]=[C:4]2[C:9](=[CH:10][CH:11]=1)[N:8]=[CH:7][C:6]([C:12](=[O:16])[CH2:13][CH2:14][CH3:15])=[C:5]2[NH:26][C:25]1[CH:24]=[CH:23][C:22]([CH2:21][N:19]([CH3:20])[CH3:18])=[CH:28][CH:27]=1. Procedure: Following general procedure C, 1-(6-bromo-4-chloroquinolin-3-yl)butan-1-one (470 mg, 1.50 mmol) was reacted with 4-((dimethylamino)methyl)aniline (451 mg, 3 mmol) to afford the desired product (402 mg, 63%) as a yellow solid. ESI MS m/z 426 [C22H24BrN3O+H]+